This data is from the Open Reaction Database (ORD), a public repository of structured organic reaction records. The task is: describe an organic reaction: reactants, conditions, products, and yield The reactants are CC(C(COC1=C(C=C(C=C1)C(CC)(CC)C1=CC(=C(S1)S(=O)(=O)N)C)C)=O)(C)C (5-{1-[4-(3,3-dimethyl-2-oxo-butoxy)-3-methyl-phenyl]-1-ethyl-propyl}-3-methyl-thiophene-2-sulfonic acid amide), C1(CC1)C(=O)O (cyclopropanecarboxylic acid). The product is C1(CC1)C(=O)NS(=O)(=O)C=1SC(=CC1C)C(CC)(CC)C1=CC(=C(C=C1)OCC(C(C)(C)C)=O)C (5-{1-[4-(3,3-Dimethyl-2-oxo-butoxy)-3-methyl-phenyl]-1-ethyl-propyl}-3-methyl-thiophene-2-sulfonic acid cyclopropanecarbonyl-amide). Yield: 60.0%. As a reaction SMILES: [CH3:1][C:2]([CH3:30])([CH3:29])[C:3](=[O:28])[CH2:4][O:5][C:6]1[CH:11]=[CH:10][C:9]([C:12]([C:17]2[S:21][C:20]([S:22]([NH2:25])(=[O:24])=[O:23])=[C:19]([CH3:26])[CH:18]=2)([CH2:15][CH3:16])[CH2:13][CH3:14])=[CH:8][C:7]=1[CH3:27].[CH:31]1([C:34](O)=[O:35])[CH2:33][CH2:32]1>>[CH:31]1([C:34]([NH:25][S:22]([C:20]2[S:21][C:17]([C:12]([C:9]3[CH:10]=[CH:11][C:6]([O:5][CH2:4][C:3](=[O:28])[C:2]([CH3:1])([CH3:29])[CH3:30])=[C:7]([CH3:27])[CH:8]=3)([CH2:13][CH3:14])[CH2:15][CH3:16])=[CH:18][C:19]=2[CH3:26])(=[O:24])=[O:23])=[O:35])[CH2:33][CH2:32]1. Reported procedure: Using a procedure analogous to Example 163, 5-{1-[4-(3,3-dimethyl-2-oxo-butoxy)-3-methyl-phenyl]-1-ethyl-propyl}-3-methyl-thiophene-2-sulfonic acid amide and cyclopropanecarboxylic acid give the title compound (60%). As a reaction SMILES: [Br:1][C:2]1[N:9]=[CH:8][C:7]([CH:10]=[O:11])=[CH:6][C:3]=1[C:4]#[N:5]>[N+]([O-])([O-])=O.[Ag+]>[Br:1][C:2]1[N:9]=[CH:8][C:7]([CH2:10][OH:11])=[CH:6][C:3]=1[C:4]#[N:5] |f:1.2|. Reported procedure: Compound 23 is prepared from 10 in a manner similar to the preparation of 13 except a slight excess over one equivalent of AgNO3 is used. Reagents/catalysts: [N+](=O)([O-])[O-].[Ag+] (AgNO3). Product: BrC1=C(C#N)C=C(C=N1)CO (2-Bromo-5-hydroxymethylnicotinonitrile). Reactants: BrC1=C(C#N)C=C(C=N1)C=O (2-Bromo-5-formylnicotinonitrile).